describe an organic reaction: reactants, conditions, products, and yield From a dataset of the Open Reaction Database (ORD), a public repository of structured organic reaction records. Reactants: CCCCCN(C)CCC(O)(P(=O)(O)O)P(=O)(O)O (ibandronic acid), [OH-].[Na+] (sodium hydroxide), CC(=O)C (acetone). Solvent: O (water). Reaction conditions: time 16 hour. Yields the product CCCCCN(C)CCC(O)(P(=O)(O)O)P(=O)(O)[O-].[Na+] (ibandronate sodium). Yield: 100.5%. Reaction SMILES: [CH3:1][CH2:2][CH2:3][CH2:4][CH2:5][N:6]([CH2:8][CH2:9][C:10]([P:16]([OH:19])([OH:18])=[O:17])([P:12]([OH:15])([OH:14])=[O:13])[OH:11])[CH3:7].[OH-].[Na+:21].CC(C)=O>O>[CH3:1][CH2:2][CH2:3][CH2:4][CH2:5][N:6]([CH2:8][CH2:9][C:10]([P:16]([O-:19])([OH:18])=[O:17])([P:12]([OH:15])([OH:14])=[O:13])[OH:11])[CH3:7].[Na+:21] |f:1.2,5.6|. Procedure details: A solution of amorphous ibandronic acid (4.5 g) in water (11 ml) and sodium hydroxide (0.56 g, solid) was stirred at room temperature. The solution was added dropwise into acetone (100 ml). The resulting precipitate was stirred at room temperature for 16 hours. The precipitate was isolated by vacuum filtration, washed with acetone (2×10 ml), and dried in a vacuum oven at 50° C. for 24 hours to obtain 4.8 g of ibandronate sodium crystal form Q.